From a dataset of the Open Reaction Database (ORD), a public repository of structured organic reaction records. describe an organic reaction: reactants, conditions, products, and yield Reactants: C1(CCCCC1)NC(=O)NC1=CC(=CC=C1)COCCOCCCCCCNC[C@H](O)C1=CC2=C(OC(OC2)(C)C)C=C1 (N-cyclohexyl-N′-[3-({2-[(6-{[(2R)-2-(2,2-dimethyl-4H-1,3-benzodioxin-6-yl)-2-hydroxyethyl]amino}hexyl)oxy]ethoxy}methyl)phenyl]urea). The solvent is C(C)(=O)O (acetic acid), O (water). The product is C(C)(=O)O.C(C)(=O)O.C(C)(=O)O.C1(CCCCC1)NC(=O)NC1=CC(=CC=C1)COCCOCCCCCCNC[C@@H](C1=CC(=C(C=C1)O)CO)O (N-Cyclohexyl-N′-{3-[(2-{[6-({(2R)-2-hydroxy-2-[4-hydroxy-3-(hydroxymethyl)phenyl]ethyl}amino)hexyl]oxy}ethoxy)methyl]phenyl}urea triacetate). Yield: 295.9%. Reaction SMILES: [CH:1]1([NH:7][C:8]([NH:10][C:11]2[CH:16]=[CH:15][CH:14]=[C:13]([CH2:17][O:18][CH2:19][CH2:20][O:21][CH2:22][CH2:23][CH2:24][CH2:25][CH2:26][CH2:27][NH:28][CH2:29][C@@H:30]([C:32]3[CH:43]=[CH:42][C:35]4[O:36][C:37](C)([CH3:40])[O:38][CH2:39][C:34]=4[CH:33]=3)[OH:31])[CH:12]=2)=[O:9])[CH2:6][CH2:5][CH2:4][CH2:3][CH2:2]1>C(O)(=O)C.O>[C:37]([OH:38])(=[O:36])[CH3:40].[C:37]([OH:38])(=[O:36])[CH3:40].[C:37]([OH:38])(=[O:36])[CH3:40].[CH:1]1([NH:7][C:8]([NH:10][C:11]2[CH:16]=[CH:15][CH:14]=[C:13]([CH2:17][O:18][CH2:19][CH2:20][O:21][CH2:22][CH2:23][CH2:24][CH2:25][CH2:26][CH2:27][NH:28][CH2:29][C@H:30]([OH:31])[C:32]3[CH:43]=[CH:42][C:35]([OH:36])=[C:34]([CH2:39][OH:38])[CH:33]=3)[CH:12]=2)=[O:9])[CH2:2][CH2:3][CH2:4][CH2:5][CH2:6]1 |f:3.4.5.6|. Reported procedure: A solution of N-cyclohexyl-N′-[3-({2-[(6-{[(2R)-2-(2,2-dimethyl-4H-1,3-benzodioxin-6-yl)-2-hydroxyethyl]amino}hexyl)oxy]ethoxy}methyl)phenyl]urea (0.138 g) in acetic acid (4 ml) and water (1 ml) were stirred under nitrogen at 70° C. for 45 min. The reaction mixture was cooled to room temperature before concentrating under vacuum and azeotroping with MeOH (3×10 ml) to give a residue which was purified by Biotage. Elution with 50:8:1 dichloromethane:EtOH:ammonia followed by solvent evaporation in ... Starting materials: ClCCl, O=C(OO)c1cccc(Cl)c1, O=C1CSc2ccccc2N1. Yields the product O=C1CS(=O)c2ccccc2N1. As a reaction SMILES: [Cl:23][CH2:24][Cl:25].[OH:1][O:2][C:3]([c:4]1[cH:5][c:6]([Cl:7])[cH:8][cH:9][cH:10]1)=[O:11].[S:12]1[CH2:13][C:14](=[O:22])[NH:15][c:16]2[c:17]1[cH:18][cH:19][cH:20][cH:21]2>>[O:1]=[S:12]1[CH2:13][C:14](=[O:22])[NH:15][c:16]2[c:17]1[cH:18][cH:19][cH:20][cH:21]2. Reactants: C(C1=CC=CC=C1)OC1=C(OC[C@@H]2CN(CCO2)C(=O)OC(C)(C)C)C=CC=C1 ((S)-2-(2-benzyloxy-phenoxymethyl)-morpholine-4-carboxylic acid, tert-butyl ester). The reagents and catalysts are [Pd] (Pd/C). Solvent: C(C)O (ethanol). Conditions: time 2 hour. Product: OC1=C(OC[C@@H]2CN(CCO2)C(=O)OC(C)(C)C)C=CC=C1 ((S)-2-(2-hydroxy-phenoxymethyl)-morpholine-4-carboxylic acid, tert-butyl ester). As a reaction SMILES: C([O:8][C:9]1[CH:29]=[CH:28][CH:27]=[CH:26][C:10]=1[O:11][CH2:12][C@H:13]1[O:18][CH2:17][CH2:16][N:15]([C:19]([O:21][C:22]([CH3:25])([CH3:24])[CH3:23])=[O:20])[CH2:14]1)C1C=CC=CC=1>C(O)C.[Pd]>[OH:8][C:9]1[CH:29]=[CH:28][CH:27]=[CH:26][C:10]=1[O:11][CH2:12][C@H:13]1[O:18][CH2:17][CH2:16][N:15]([C:19]([O:21][C:22]([CH3:25])([CH3:23])[CH3:24])=[O:20])[CH2:14]1. Procedure details: Additional debenzylation reaction: To a solution of (S)-2-(2-benzyloxy-phenoxymethyl)-morpholine-4-carboxylic acid, tert-butyl ester (obtained as above, General Procedure D) in ethanol was treated with 10% Pd/C. The room temperature sample was hydrogenated at balloon pressure for 2 h, filtered then concentrated. The sample was dissolved into EtOAc, washed with sat. KH2PO4 and brine solutions, dried (MgSO4), filtered and concentrated to give (S)-2-(2-hydroxy-phenoxymethyl)-morpholine-4-carboxylic... Reactants: OC(C[C@@]1(CCN(C(O1)=O)[C@@H](C)C1=CC=C(C=C1)B1OC(C(O1)(C)C)(C)C)C1=CC=CC=C1)(CO)C ((S)-6-(2,3-dihydroxy-2-methylpropyl)-6-phenyl-3-((S)-1-(4-(4,4,5,5-tetramethyl-1,3,2-dioxaborolan-2-yl)phenyl)ethyl)-1,3-oxazinan-2-one), IC1=CC(N(C=C1)C)=O (4-iodo-1-methylpyridin-2(1H)-one). Reagents/catalysts: Cl[Pd]([P](C1=CC=CC=C1)(C2=CC=CC=C2)C3=CC=CC=C3)([P](C4=CC=CC=C4)(C5=CC=CC=C5)C6=CC=CC=C6)Cl (Pd(PPh3)2Cl2). The solvent is C(=O)([O-])[O-].[Cs+].[Cs+] (Cs2CO3). The product is OC(C[C@@]1(CCN(C(O1)=O)[C@@H](C)C1=CC=C(C=C1)C1=CC(N(C=C1)C)=O)C1=CC=CC=C1)(CO)C ((6S)-6-(2,3-dihydroxy-2-methylpropyl)-3-((S)-1-(4-(1-methyl-2-oxo-1,2-dihydropyridin-4-yl)phenyl)ethyl)-6-phenyl-1,3-oxazinan-2-one). Reaction SMILES: [OH:1][C:2]([CH3:36])([CH2:34][OH:35])[CH2:3][C@@:4]1([C:28]2[CH:33]=[CH:32][CH:31]=[CH:30][CH:29]=2)[O:9][C:8](=[O:10])[N:7]([C@H:11]([C:13]2[CH:18]=[CH:17][C:16](B3OC(C)(C)C(C)(C)O3)=[CH:15][CH:14]=2)[CH3:12])[CH2:6][CH2:5]1.I[C:38]1[CH:43]=[CH:42][N:41]([CH3:44])[C:40](=[O:45])[CH:39]=1>C([O-])([O-])=O.[Cs+].[Cs+].Cl[Pd](Cl)([P](C1C=CC=CC=1)(C1C=CC=CC=1)C1C=CC=CC=1)[P](C1C=CC=CC=1)(C1C=CC=CC=1)C1C=CC=CC=1>[OH:1][C:2]([CH3:36])([CH2:34][OH:35])[CH2:3][C@@:4]1([C:28]2[CH:33]=[CH:32][CH:31]=[CH:30][CH:29]=2)[O:9][C:8](=[O:10])[N:7]([C@H:11]([C:13]2[CH:14]=[CH:15][C:16]([C:38]3[CH:43]=[CH:42][N:41]([CH3:44])[C:40](=[O:45])[CH:39]=3)=[CH:17][CH:18]=2)[CH3:12])[CH2:6][CH2:5]1 |f:2.3.4,^1:54,73|. Reported procedure: A mixture of (S)-6-(2,3-dihydroxy-2-methylpropyl)-6-phenyl-3-((S)-1-(4-(4,4,5,5-tetramethyl-1,3,2-dioxaborolan-2-yl)phenyl)ethyl)-1,3-oxazinan-2-one (105 mg, 211.9 mmol), 4-iodo-1-methylpyridin-2(1H)-one (65 mg, 275.5 mmol), Pd(PPh3)2Cl2 (20 mg) in aq. Cs2CO3 solution (3 mL) was stirred at reflux for 2 h. After the reaction was finished, the mixture was washed with water and extracted with EtOAc. The organic layer was dried over Na2SO4 and concentrated to give the crude product, which was purifi... Starting materials: CO (methanol), C(C)(C)N (isopropylamine), N[C@@H](CC1=CC=CC=C1)[C@H](C[C@H](CC1=CC=CC=C1)N)O ((2S,3S,5S)-2,5-diamino-1,6-diphenyl-3-hydroxyhexane), C1=CC(=CC=C1[N+](=O)[O-])OC(=O)OCC2=CN=CS2 (((5-thiazolyl)methyl)-(4-nitrophenyl)carbonate). The solvent is C(Cl)(Cl)Cl (chloroform), C1CCOC1 (THF). Yields the product N[C@H](C[C@@H]([C@H](CC1=CC=CC=C1)NC(=O)OCC1=CN=CS1)O)CC1=CC=CC=C1 ((2S,3S,5S)-5-amino-2-(N-((5-thiazolyl)-methoxycarbonyl)amino)-1,6-diphenyl-3-hydroxyhexane), N[C@@H](CC1=CC=CC=C1)[C@H](C[C@H](CC1=CC=CC=C1)NC(=O)OCC1=CN=CS1)O ((2S,3S,5S)-2-amino-5-(N-((5-thiazolyl)methoxycarbonyl)amino)-1,6-diphenyl-3-hydroxyhexane). The yield is 28.0%. As a reaction SMILES: [NH2:1][C@H:2]([C@@H:10]([OH:21])[CH2:11][C@@H:12]([NH2:20])[CH2:13][C:14]1[CH:19]=[CH:18][CH:17]=[CH:16][CH:15]=1)[CH2:3][C:4]1[CH:9]=[CH:8][CH:7]=[CH:6][CH:5]=1.C1C([N+]([O-])=O)=CC=C([O:31][C:32]([O:34][CH2:35][C:36]2[S:40][CH:39]=[N:38][CH:37]=2)=[O:33])C=1.CO.C(N)(C)C>C1COCC1.C(Cl)(Cl)Cl>[NH2:20][C@@H:12]([CH2:13][C:14]1[CH:19]=[CH:18][CH:17]=[CH:16][CH:15]=1)[CH2:11][C@H:10]([OH:21])[C@@H:2]([NH:1][C:32]([O:34][CH2:35][C:36]1[S:40][CH:39]=[N:38][CH:37]=1)=[O:31])[CH2:3][C:4]1[CH:9]=[CH:8][CH:7]=[CH:6][CH:5]=1.[NH2:1][C@H:2]([C@@H:10]([OH:21])[CH2:11][C@@H:12]([NH:20][C:32]([O:34][CH2:35][C:36]1[S:40][CH:39]=[N:38][CH:37]=1)=[O:33])[CH2:13][C:14]1[CH:19]=[CH:18][CH:17]=[CH:16][CH:15]=1)[CH2:3][C:4]1[CH:9]=[CH:8][CH:7]=[CH:6][CH:5]=1. Procedure: A solution of 500 mg (1.76 mmol) of (2S,3S,5S)-2,5-diamino-1,6-diphenyl-3-hydroxyhexane and 480 mg (1.71 mmol) of ((5-thiazolyl)methyl)-(4-nitrophenyl)carbonate in 20 ml of THF was stirred at ambient temperature for 4 h. After removal of the solvent in vacuo, the residue was purified by silica gel chromatography using first 2% then 5% methanol in chloroform to provide a mixture of the two desired compounds. Silica gel chromatography of the mixture using a gradient of 0-1-2% methanol in 93:2 isop...